From a dataset of the Open Reaction Database (ORD), a public repository of structured organic reaction records. describe an organic reaction: reactants, conditions, products, and yield Reactants: BrC1=CC(=CC=C1)I (1-bromo-3-iodobenzene), COC(C1=CC(=CC=C1)CN(C(C#CC1=CC=CC=C1)=O)C1=CC=CC=C1)=O (3-{[phenyl-(3-phenyl propynoyl)-amino]-methyl}-benzoic acid methyl ester). Product: COC(C1=CC(=CC=C1)CN1C(/C(/C2=CC=CC=C12)=C(\C1=CC=CC=C1)/C1=CC(=CC=C1)Br)=O)=O (3-{3-[1-(3-Bromo-phenyl)-1-phenyl-meth-(E)-ylidene]-2-oxo-2,3-dihydro-indol-1-ylmethyl}-benzoic acid methyl ester). As a reaction SMILES: [Br:1][C:2]1[CH:7]=[CH:6][CH:5]=[C:4](I)[CH:3]=1.[CH3:9][O:10][C:11](=[O:36])[C:12]1[CH:17]=[CH:16][CH:15]=[C:14]([CH2:18][N:19]([C:30]2[CH:35]=[CH:34][CH:33]=[CH:32][CH:31]=2)[C:20](=[O:29])[C:21]#[C:22][C:23]2[CH:28]=[CH:27][CH:26]=[CH:25][CH:24]=2)[CH:13]=1>>[CH3:9][O:10][C:11](=[O:36])[C:12]1[CH:17]=[CH:16][CH:15]=[C:14]([CH2:18][N:19]2[C:30]3[C:35](=[CH:34][CH:33]=[CH:32][CH:31]=3)/[C:21](=[C:22](\[C:4]3[CH:5]=[CH:6][CH:7]=[C:2]([Br:1])[CH:3]=3)/[C:23]3[CH:24]=[CH:25][CH:26]=[CH:27][CH:28]=3)/[C:20]2=[O:29])[CH:13]=1. Procedure: The title compound was prepared in analogy to Example 5 starting from 1-bromo-3-iodobenzene (commercially available) and 3-{[phenyl-(3-phenyl propynoyl)-amino]-methyl}-benzoic acid methyl ester. 1H NMR (CDCl3, 300 MHz) δppm 8.01 (s, 1H), 7.93 (d, 1H), 7.31-7.61 (m, 11H), 7.08 (t, 1H), 6.64-6.73 (m, 2H), 6.44 (d, 1H), 4.95 (s, 2H), 3.91 (s, 3H). Starting materials: C#CC(=O)O, CC(C)NC(C)C, Fc1ccc(I)c(F)c1, CN(C)C=O, Cl[Pd]Cl, c1ccc(P(c2ccccc2)c2ccccc2)cc1, c1ccc(P(c2ccccc2)c2ccccc2)cc1. The product is O=C(O)C#Cc1ccc(F)cc1F. Reaction SMILES: [C:10]([C:11]#[CH:12])(=[O:13])[OH:14].[CH:15]([NH:16][CH:17]([CH3:18])[CH3:19])([CH3:20])[CH3:21].[F:1][c:2]1[c:3]([I:9])[cH:4][cH:5][c:6]([F:8])[cH:7]1.[O:22]=[CH:23][N:24]([CH3:25])[CH3:26].[Pd:27]([Cl:28])[Cl:29].[c:30]1([P:31]([c:32]2[cH:33][cH:34][cH:35][cH:36][cH:37]2)[c:38]2[cH:39][cH:40][cH:41][cH:42][cH:43]2)[cH:44][cH:45][cH:46][cH:47][cH:48]1.[c:49]1([P:50]([c:51]2[cH:52][cH:53][cH:54][cH:55][cH:56]2)[c:57]2[cH:58][cH:59][cH:60][cH:61][cH:62]2)[cH:63][cH:64][cH:65][cH:66][cH:67]1>>[F:1][c:2]1[c:3]([C:12]#[C:11][C:10](=[O:13])[OH:14])[cH:4][cH:5][c:6]([F:8])[cH:7]1. Reactants: Cl, [I-], [K+], O=N[O-], COC(=O)c1c(SC(C)C)ccc(N)c1C, [Na+], O. The product is COC(=O)c1c(SC(C)C)ccc(I)c1C. As a reaction SMILES: [ClH:24].[I-:22].[K+:21].[N:1]([O-:2])=[O:3].[NH2:5][c:6]1[c:7]([CH3:20])[c:8]([C:9](=[O:10])[O:11][CH3:12])[c:13]([S:16][CH:17]([CH3:18])[CH3:19])[cH:14][cH:15]1.[Na+:4].[OH2:23]>>[c:6]1([I:22])[c:7]([CH3:20])[c:8]([C:9](=[O:10])[O:11][CH3:12])[c:13]([S:16][CH:17]([CH3:18])[CH3:19])[cH:14][cH:15]1.